Dataset: the Open Reaction Database (ORD), a public repository of structured organic reaction records. Task: describe an organic reaction: reactants, conditions, products, and yield Starting materials: C(CCCCC)N (n-hexylamine), C1CCOS1(=O)=O (propanesultone). Yields the product C(CCCCC)NCCCS(=O)(=O)O (3-hexylamino propylsulfonic acid). RXN SMILES: [CH2:1]([NH2:7])[CH2:2][CH2:3][CH2:4][CH2:5][CH3:6].[CH2:8]1[S:12](=[O:14])(=[O:13])[O:11][CH2:10][CH2:9]1>>[CH2:1]([NH:7][CH2:10][CH2:9][CH2:8][S:12]([OH:14])(=[O:13])=[O:11])[CH2:2][CH2:3][CH2:4][CH2:5][CH3:6]. Reported procedure: In the manner of previous Examples n-hexylamine was reacted with propanesultone to yield the 3-hexylamino propylsulfonic acid, mp Starting materials: C([O-])([O-])=O.[K+].[K+] (potassium carbonate), Cl.Cl.CC1=NC=CC(=N1)N1CCC(CC1)N (1-(2-methyl-pyrimidin-4-yl)-piperidin-4-ylamine dihydrochloride), ClC1=NC(=CC(=N1)C(C)(C)O)C1=CC=C(C=C1)C(F)(F)F (2-[2-chloro-6-(4-trifluoromethyl-phenyl)-pyrimidin-4-yl]-propan-2-ol), C1(CCCCC1)P(C1=C(C=CC=C1)C1=CC=CC=C1)C1CCCCC1 (2-(dicyclohexylphosphino)-biphenyl). Reagents/catalysts: C(C)(=O)[O-].[Pd+2].C(C)(=O)[O-] (palladium (II) acetate). The solvent is O (water), O1CCOCC1 (dioxane), O1CCOCC1 (dioxane). Conditions: temperature 20 celsius, time 10 minute. Yields the product CC1=NC=CC(=N1)N1CCC(CC1)NC1=NC(=CC(=N1)C(C)(C)O)C1=CC=C(C=C1)C(F)(F)F (2-[2-[1-(2-Methyl-pyrimidin-4-yl)-piperidin-4-ylamino]-6-(4-trifluoromethyl-phenyl)-pyrimidin-4-yl]-propan-2-ol), solid. Isolated yield 6.0%. As a reaction SMILES: C1(P(C2CCCCC2)C2C=CC=CC=2C2C=CC=CC=2)CCCCC1.C(=O)([O-])[O-].[K+].[K+].Cl.Cl.[CH3:34][C:35]1[N:40]=[C:39]([N:41]2[CH2:46][CH2:45][CH:44]([NH2:47])[CH2:43][CH2:42]2)[CH:38]=[CH:37][N:36]=1.Cl[C:49]1[N:54]=[C:53]([C:55]([OH:58])([CH3:57])[CH3:56])[CH:52]=[C:51]([C:59]2[CH:64]=[CH:63][C:62]([C:65]([F:68])([F:67])[F:66])=[CH:61][CH:60]=2)[N:50]=1>O1CCOCC1.O.C([O-])(=O)C.[Pd+2].C([O-])(=O)C>[CH3:34][C:35]1[N:40]=[C:39]([N:41]2[CH2:46][CH2:45][CH:44]([NH:47][C:49]3[N:54]=[C:53]([C:55]([OH:58])([CH3:57])[CH3:56])[CH:52]=[C:51]([C:59]4[CH:64]=[CH:63][C:62]([C:65]([F:68])([F:66])[F:67])=[CH:61][CH:60]=4)[N:50]=3)[CH2:43][CH2:42]2)[CH:38]=[CH:37][N:36]=1 |f:1.2.3,4.5.6,10.11.12|. Procedure: A mixture of palladium (II) acetate (2.7 mg, 0.012 mmol) and 2-(dicyclohexylphosphino)-biphenyl (8.4 mg, 0.024 mmol) in dioxane (1 mL) was stirred under argon at 20° C. for 10 minutes. The resulting catalyst solution was added to a suspension of potassium carbonate (692 mg, 5.0 mmol), 1-(2-methyl-pyrimidin-4-yl)-piperidin-4-ylamine dihydrochloride (80 mg, 0.3 mmol), and 2-[2-chloro-6-(4-trifluoromethyl-phenyl)-pyrimidin-4-yl]-propan-2-ol (95 mg, 0.3 mmol) in dioxane (1.7 mL). The reaction mixtur... The reactants are Cl (hydrochloric acid), COC(C1=CC=C(C=C1)C1=NOC(C1)(C(F)(F)F)C1=CC(=CC(=C1)Cl)Cl)=O (4-[5-(3,5-dichlorophenyl)-5-trifluoromethyl-4,5-dihydroisoxazol-3-yl]benzoic acid methyl ester), [OH-].[K+] (potassium hydroxide). Solvent: O (water), CO (methanol), O (water). Conditions: time 3 day. Yields the product ClC=1C=C(C=C(C1)Cl)C1(CC(=NO1)C1=CC=C(C(=O)O)C=C1)C(F)(F)F (4-[5-(3,5-dichlorophenyl)-5-trifluoromethyl-4,5-dihydroisoxazol-3-yl]benzoic acid). The yield is 100.4%. As a reaction SMILES: C[O:2][C:3](=[O:27])[C:4]1[CH:9]=[CH:8][C:7]([C:10]2[CH2:14][C:13]([C:19]3[CH:24]=[C:23]([Cl:25])[CH:22]=[C:21]([Cl:26])[CH:20]=3)([C:15]([F:18])([F:17])[F:16])[O:12][N:11]=2)=[CH:6][CH:5]=1.[OH-].[K+].Cl>CO.O>[Cl:26][C:21]1[CH:20]=[C:19]([C:13]2([C:15]([F:17])([F:16])[F:18])[O:12][N:11]=[C:10]([C:7]3[CH:6]=[CH:5][C:4]([C:3]([OH:27])=[O:2])=[CH:9][CH:8]=3)[CH2:14]2)[CH:24]=[C:23]([Cl:25])[CH:22]=1 |f:1.2|. Procedure details: In a solution of 3.99 g of 4-[5-(3,5-dichlorophenyl)-5-trifluoromethyl-4,5-dihydroisoxazol-3-yl]benzoic acid methyl ester in 50 ml of methanol, a solution of 2.00 g of potassium hydroxide in 25 ml of water was added, stirred at room temperature for 3 days and then at 40° C. for 5 hours. After the completion of the reaction, the reaction mixture was cooled with ice, and poured in 200 ml of water, and adjusted to pH 1-2 with concentrated hydrochloric acid, and then extracted with ethyl acetate (50... Starting materials: c1ccc(COc2ccc3[nH]ccc3c2)cc1, C=C(C)[N+](=O)[O-], c1ccccc1. Yields the product CC(Cc1c[nH]c2ccc(OCc3ccccc3)cc12)[N+](=O)[O-]. As a reaction SMILES: [CH2:1]([c:2]1[cH:3][cH:4][cH:5][cH:6][cH:7]1)[O:8][c:9]1[cH:10][c:11]2[cH:12][cH:13][nH:14][c:15]2[cH:16][cH:17]1.[N+:18](=[O:19])([O-:20])[C:21](=[CH2:22])[CH3:23].[cH:24]1[cH:25][cH:26][cH:27][cH:28][cH:29]1>>[CH2:1]([c:2]1[cH:3][cH:4][cH:5][cH:6][cH:7]1)[O:8][c:9]1[cH:10][c:11]2[c:12]([CH2:22][CH:21]([N+:18](=[O:19])[O-:20])[CH3:23])[cH:13][nH:14][c:15]2[cH:16][cH:17]1. Starting materials: COC1=C(C(=O)OC)C(=CC=C1)C1=NC=CC=N1 (Methyl 2-methoxy-6-(pyrimidin-2-yl)benzoate), [OH-].[Na+] (NaOH). The solvent is C1CCOC1 (THF). Reaction conditions: temperature 50 celsius. The product is COC1=C(C(=O)O)C(=CC=C1)C1=NC=CC=N1 (2-methoxy-6-(pyrimidin-2-yl)benzoic acid). Reaction SMILES: [CH3:1][O:2][C:3]1[CH:12]=[CH:11][CH:10]=[C:9]([C:13]2[N:18]=[CH:17][CH:16]=[CH:15][N:14]=2)[C:4]=1[C:5]([O:7]C)=[O:6].[OH-].[Na+]>C1COCC1>[CH3:1][O:2][C:3]1[CH:12]=[CH:11][CH:10]=[C:9]([C:13]2[N:14]=[CH:15][CH:16]=[CH:17][N:18]=2)[C:4]=1[C:5]([OH:7])=[O:6] |f:1.2|. Procedure: To a solution of the title compound of Step A (265 mg, 1.09 mmol) in THF (4 mL) was added 2 M NaOH (2 mL). The mixture was heated at 50° C. for 72 h. The reaction mixture was cooled to room temperature and concentrated in vacuo to remove THF. Then, 1 M HCl(aq) was added and the aqueous was extracted with 10:1 DCM/2,2,2-trifluoroethanol (3×). The combined organic layers were dried over Na2SO4, filtered and concentrated to give intermediate A-24, which was used without further purification in subs...